This data is from the Open Reaction Database (ORD), a public repository of structured organic reaction records. The task is: describe an organic reaction: reactants, conditions, products, and yield Reactants: CC(C)(C)OC(=O)CBr, C1CCOC1, [Li]CCCC, CCCCC(C)CCC(=O)N1C(=O)OC(c2ccccc2)C1C, CC(C)NC(C)C. The product is CCCCC(C)CCC(=O)O. RXN SMILES: [Br:36][CH2:37][C:38](=[O:39])[O:40][C:41]([CH3:42])([CH3:43])[CH3:44].[CH2:45]1[O:46][CH2:47][CH2:48][CH2:49]1.[CH2:8]([Li:9])[CH2:10][CH2:11][CH3:12].[CH3:13][CH:14]1[CH:15]([c:16]2[cH:17][cH:18][cH:19][cH:20][cH:21]2)[O:22][C:23](=[O:24])[N:25]1[C:26]([CH2:27][CH2:28][CH:29]([CH2:30][CH2:31][CH2:32][CH3:33])[CH3:34])=[O:35].[CH:1]([NH:2][CH:3]([CH3:4])[CH3:5])([CH3:6])[CH3:7]>>[C:26]([CH2:27][CH2:28][CH:29]([CH2:30][CH2:31][CH2:32][CH3:33])[CH3:34])([OH:35])=[O:39]. Reactants: [Cl-].[Na+] (sodium chloride), ClC1=NC2=CC(=C(C=C2C(=N1)Cl)OC)OC (2,4-dichloro-6,7-dimethoxyquinazoline), B(OC1=CC(=CC=C1)NC(=O)OC(C)(C)C)([O-])[O-] (3-(N-t-butoxycarbonylamino)phenyl borate), C([O-])([O-])=O.[Na+].[Na+] (sodium carbonate). Reagents/catalysts: C(C)(=O)[O-].[Pd+2].C(C)(=O)[O-] (palladium acetate), C1(=CC=CC=C1)P([C-]1C=CC=C1)C1=CC=CC=C1.[C-]1(C=CC=C1)P(C1=CC=CC=C1)C1=CC=CC=C1.[Fe+2] (1,1′-bis(diphenylphosphino)ferrocene). The solvent is C(C)(=O)OCC (ethyl acetate), O1CCCC1 (tetrahydrofuran). Reaction conditions: temperature 60 celsius, time 6.5 hour. The product is ClC1=NC2=CC(=C(C=C2C(=N1)C=1C=C(C=CC1)NC(OC(C)(C)C)=O)OC)OC (t-butyl [3-(2-chloro-6,7-dimethoxyquinazolin-4-yl)phenyl]carbamate). Yield: 92.2%. Reaction SMILES: [Cl:1][C:2]1[N:11]=[C:10](Cl)[C:9]2[C:4](=[CH:5][C:6]([O:15][CH3:16])=[C:7]([O:13][CH3:14])[CH:8]=2)[N:3]=1.B([O-])([O-])O[C:19]1[CH:24]=[CH:23][CH:22]=[C:21]([NH:25][C:26]([O:28][C:29]([CH3:32])([CH3:31])[CH3:30])=[O:27])[CH:20]=1.C(=O)([O-])[O-].[Na+].[Na+].[Cl-].[Na+]>C([O-])(=O)C.[Pd+2].C([O-])(=O)C.C1(P(C2C=CC=CC=2)[C-]2C=CC=C2)C=CC=CC=1.[C-]1(P(C2C=CC=CC=2)C2C=CC=CC=2)C=CC=C1.[Fe+2].C(OCC)(=O)C.O1CCCC1>[Cl:1][C:2]1[N:11]=[C:10]([C:19]2[CH:20]=[C:21]([NH:25][C:26](=[O:27])[O:28][C:29]([CH3:31])([CH3:30])[CH3:32])[CH:22]=[CH:23][CH:24]=2)[C:9]2[C:4](=[CH:5][C:6]([O:15][CH3:16])=[C:7]([O:13][CH3:14])[CH:8]=2)[N:3]=1 |f:2.3.4,5.6,7.8.9,10.11.12|. Reported procedure: To a mixture of 1.00 g (3.86 mmol) of 2,4-dichloro-6,7-dimethoxyquinazoline, 1.14 g (4.63 mmol) of 3-(N-t-butoxycarbonylamino)phenyl borate, tetrahydrofuran (25 mL), and 2 M sodium carbonate aqueous solution (5 mL) were added palladium acetate (8.84 mg) and 1,1′-bis(diphenylphosphino)ferrocene (21.4 mg) in this order, and the mixture was stirred at 60° C. for 6.5 hours under a nitrogen atmosphere. The reaction mixture was allowed to cool, and ethyl acetate (25 mL) and 5% w/w sodium chloride solu... Reactants: solution, Cl (hydrogen chloride), ClC=1C(=NOC1C)OC1CN2CCC1CC2 (4-Chloro-5-methyl-3-(3-quinuclidinyloxy)isoxazole). Run in O1CCOCC1 (dioxane), C(C)O (ethanol). Reaction conditions: time 10 minute. Yields the product Cl.ClC=1C(=NOC1C)OC1CN2CCC1CC2 (4-Chloro-5-methyl-3-(3-quinuclidinyloxy)isoxazole hydrochloride). Yield: 183.0%. RXN SMILES: [Cl:1][C:2]1[C:3]([O:8][CH:9]2[CH:14]3[CH2:15][CH2:16][N:11]([CH2:12][CH2:13]3)[CH2:10]2)=[N:4][O:5][C:6]=1[CH3:7].Cl>C(O)C.O1CCOCC1>[ClH:1].[Cl:1][C:2]1[C:3]([O:8][CH:9]2[CH:14]3[CH2:15][CH2:16][N:11]([CH2:12][CH2:13]3)[CH2:10]2)=[N:4][O:5][C:6]=1[CH3:7] |f:4.5|. Procedure details: A solution of 2.30 g of 4-chloro-5-methyl-3-(3-quinuclidinyloxy)isoxazole (prepared as described in Example 1) in 30 ml of ethanol was cooled to 5° C. 2.50 ml of a 4N solution of hydrogen chloride in dioxane were then added dropwise to the solution. The resulting mixture was stirred at the same temperature for 10 minutes. At the end of this time, the reaction mixture was concentrated by evaporation under reduced pressure, and the solid residue thus obtained was recrystallized from isopropanol to... Reactants: BrC1=CC=C(C=C1)C1(CC1)C(=O)N1CC2(CC1)OC(C=1C=NC=CC12)=O (1′-{[1-(4-bromophenyl)cyclopropyl]carbonyl}-3H-spiro[furo[3,4-c]pyridine-1,3′-pyrrolidin]-3-one), CC1=NNC=C1 (3-methyl-1H-pyrazole), C1(=CC=CC=C1)C (toluene), CN(C=O)C (N,N-dimethylformamide), CN[C@@H]1[C@H](CCCC1)NC ((1S,2S)—N,N′-dimethylcyclohexane-1,2-diamine), C([O-])([O-])=O.[K+].[K+] (potassium carbonate). Reagents/catalysts: [Cu]I (copper(I) iodide). Reaction conditions: temperature 150 celsius. Product: CC1=NN(C=C1)C1=CC=C(C=C1)C1(CC1)C(=O)N1CC2(CC1)OC(C=1C=NC=CC12)=O (1′-({1-[4-(3-Methyl-1H-pyrazol-1-yl)phenyl]cyclopropyl}carbonyl)-3H-spiro[furo[3,4-c]pyridine-1,3′-pyrrolidin]-3-one). As a reaction SMILES: Br[C:2]1[CH:7]=[CH:6][C:5]([C:8]2([C:11]([N:13]3[CH2:17][CH2:16][C:15]4([C:25]5[CH:24]=[CH:23][N:22]=[CH:21][C:20]=5[C:19](=[O:26])[O:18]4)[CH2:14]3)=[O:12])[CH2:10][CH2:9]2)=[CH:4][CH:3]=1.[CH3:27][C:28]1[CH:32]=[CH:31][NH:30][N:29]=1.C1(C)C=CC=CC=1.CN(C)C=O.CN[C@H]1CCCC[C@@H]1NC.C(=O)([O-])[O-].[K+].[K+]>[Cu]I>[CH3:27][C:28]1[CH:32]=[CH:31][N:30]([C:2]2[CH:7]=[CH:6][C:5]([C:8]3([C:11]([N:13]4[CH2:17][CH2:16][C:15]5([C:25]6[CH:24]=[CH:23][N:22]=[CH:21][C:20]=6[C:19](=[O:26])[O:18]5)[CH2:14]4)=[O:12])[CH2:10][CH2:9]3)=[CH:4][CH:3]=2)[N:29]=1 |f:5.6.7|. Procedure: To a solution of 1′-{[1-(4-bromophenyl)cyclopropyl]carbonyl}-3H-spiro[furo[3,4-c]pyridine-1,3′-pyrrolidin]-3-one (30 mg, 0.00007 mol), 3-methyl-1H-pyrazole (7.15 mg, 0.0000871 mol) in toluene (0.5 mL, 0.005 mol) and N,N-dimethylformamide (0.5 mL, 0.006 mol) were added (1S,2S)—N,N′-dimethylcyclohexane-1,2-diamine (2.1 mg, 0.000014 mol), copper(I) iodide (1 mg, 0.000007 mol), and potassium carbonate (21.1 mg, 0.000152 mol). The mixture was heated at 150 Celsius under microwave for 60 minutes. Then... The reactants are N1=CC(=CC=C1)OS(=O)(=O)C1=CC=C(C=C1)C (toluene-4-sulfonic acid pyridin-3-yl ester), C(#C)C1=CC=C(C=C1)C(F)(F)F (1-ethynyl-4-trifluoromethyl-benzene). Run in CCCCCCC.CCOC(=O)C (heptane EtOAc). The product is FC(C1=CC=C(C=C1)C#CC=1C=NC=CC1)(F)F (3-(4-Trifluoromethyl-phenylethynyl)-pyridine). As a reaction SMILES: [N:1]1[CH:6]=[CH:5][CH:4]=[C:3](OS(C2C=CC(C)=CC=2)(=O)=O)[CH:2]=1.[C:18]([C:20]1[CH:25]=[CH:24][C:23]([C:26]([F:29])([F:28])[F:27])=[CH:22][CH:21]=1)#[CH:19]>CCCCCCC.CCOC(C)=O>[F:29][C:26]([F:27])([F:28])[C:23]1[CH:24]=[CH:25][C:20]([C:18]#[C:19][C:3]2[CH:2]=[N:1][CH:6]=[CH:5][CH:4]=2)=[CH:21][CH:22]=1 |f:2.3|. Reported procedure: This product was prepared from toluene-4-sulfonic acid pyridin-3-yl ester and 1-ethynyl-4-trifluoromethyl-benzene following the general procedure for the Sonogashira cross-coupling reaction described above. Chromatography eluent: heptane/EtOAc 8:2; yield (87 mg, 70%); 1H NMR δ (CDCl3): 8.75-8.73 (m, 1H), 8.49-8.52 (m, 1H), 7.76-7.73 (m, 1H), 7.49-8.46 (m, 2H), 7.23-7.19 (m, 1H), 6.87-6.84 (m, 2H); LCMS m/z: 247. Reactants: [BH4-], CC(C)(CF)C(=O)C(Oc1cccc(F)n1)n1cncn1, CO, [Na+]. Yields the product CC(C)(CF)C(O)C(Oc1cccc(F)n1)n1cncn1. As a reaction SMILES: [BH4-:22].[CH3:1][C:2]([C:3]([CH:4]([n:5]1[n:6][cH:7][n:8][cH:9]1)[O:10][c:11]1[n:12][c:13]([F:17])[cH:14][cH:15][cH:16]1)=[O:18])([CH2:19][F:20])[CH3:21].[CH3:24][OH:25].[Na+:23]>>[CH3:1][C:2]([CH:3]([CH:4]([n:5]1[n:6][cH:7][n:8][cH:9]1)[O:10][c:11]1[n:12][c:13]([F:17])[cH:14][cH:15][cH:16]1)[OH:18])([CH2:19][F:20])[CH3:21]. The reactants are IC (iodomethane), C1CC12CC(N(CC2)C(=O)OC(C)(C)C)C(=O)OC (6-tert-butyl 5-methyl 6-azaspiro[2.5]octane-5,6-dicarboxylate), [Li+].CC(C)[N-]C(C)C (LDA), C1CCOC1.CCCCCCC (THF heptane), [NH4+].[Cl-] (NH4Cl). The solvent is C1CCOC1 (THF). Reaction conditions: temperature -78 celsius, time 40 minute. The product is CC1(CC2(CC2)CCN1C(=O)OC(C)(C)C)C(=O)OC (6-tert-butyl 5-methyl 5-methyl-6-azaspiro[2.5]octane-5,6-dicarboxylate). RXN SMILES: [CH2:1]1[C:3]2([CH2:8][CH2:7][N:6]([C:9]([O:11][C:12]([CH3:15])([CH3:14])[CH3:13])=[O:10])[CH:5]([C:16]([O:18][CH3:19])=[O:17])[CH2:4]2)[CH2:2]1.[Li+].[CH3:21]C([N-]C(C)C)C.C1COCC1.CCCCCCC.IC.[NH4+].[Cl-]>C1COCC1>[CH3:21][C:5]1([C:16]([O:18][CH3:19])=[O:17])[N:6]([C:9]([O:11][C:12]([CH3:13])([CH3:14])[CH3:15])=[O:10])[CH2:7][CH2:8][C:3]2([CH2:2][CH2:1]2)[CH2:4]1 |f:1.2,3.4,6.7|. Procedure details: 6-tert-butyl 5-methyl 6-azaspiro[2.5]octane-5,6-dicarboxylate (D4) (420 mg, 1.56 mmol) was dissolved in THF (25 ml) and the solution was cooled at −78° C. prior addition of LDA 2M sol in THF/heptane (1.16 ml, 2.34 mmol). The red solution was left stirring at −78° C. for 40 min before adding iodomethane (0.146 ml, 2.34 mmol). The reaction was allowed to warm to RT and left stirring for 3 hrs. The resulting yellow-orange solution was treated with NH4Cl sat. sol. (5 ml) and extracted with Et2O (3×5... Starting materials: C([O-])([O-])=O.[K+].[K+] (potassium carbonate), C(Cl)C1CO1 (epichlorohydrin), OC1=C(C=CC=C1)C(C=CC1=C2C=CNC2=CC=C1)=O (1-[2-hydroxyphenyl]-3-(1H-indol-4-yl)-2-propen-1-one). Solvent: CC(=O)C (acetone). The product is O1C(C1)COC1=C(C=CC=C1)C(C=CC1=C2C=CNC2=CC=C1)=O (1-[2-[(2-oxiranyl)-methoxy]-phenyl]-3-(1H-indol-4-yl)-2-propen-1-one). RXN SMILES: C(=O)([O-])[O-].[K+].[K+].[CH2:7]([CH:9]1[O:11][CH2:10]1)Cl.[OH:12][C:13]1[CH:18]=[CH:17][CH:16]=[CH:15][C:14]=1[C:19](=[O:31])[CH:20]=[CH:21][C:22]1[CH:30]=[CH:29][CH:28]=[C:27]2[C:23]=1[CH:24]=[CH:25][NH:26]2>CC(C)=O>[O:11]1[CH2:10][CH:9]1[CH2:7][O:12][C:13]1[CH:18]=[CH:17][CH:16]=[CH:15][C:14]=1[C:19](=[O:31])[CH:20]=[CH:21][C:22]1[CH:30]=[CH:29][CH:28]=[C:27]2[C:23]=1[CH:24]=[CH:25][NH:26]2 |f:0.1.2|. Reported procedure: First 3.46 g of potassium carbonate and then 10.5 ml of epichlorohydrin were added to a solution of 4 g of 1-[2-hydroxyphenyl]-3-(1H-indol-4-yl)-2-propen-1-one in 80 ml of acetone and the mixture was refluxed for 50 hours under an inert atmosphere and was filtered. The filtrate was evaporated to dryness and the residue was chromatographed over silica. Elution with a 95-5 dichloromethane-ethyl acetate mixture yielded 2.26 g of 1-[2-[(2-oxiranyl)-methoxy]-phenyl]-3-(1H-indol-4-yl)-2-propen-1-one. Reactants: Cl (hydrochloric acid), C1(=CC=CC=C1)C(CCO)C ((+)-3-phenyl-l-butanol), C1(=CC=CC=C1)C (toluene), C(C)(=O)OC(C)=O (acetic acid anhydride). The reagents and catalysts are CN(C1=CC=NC=C1)C (4-dimethylaminopyridine). Solvent: N1=CC=CC=C1 (pyridine). Product: C(C)(=O)OCCC(C)C1=CC=CC=C1 ((+)-1-acetoxy-3-phenylbutane). Yield: 98.8%. Reaction SMILES: [C:1]1([CH:7]([CH3:11])[CH2:8][CH2:9][OH:10])[CH:6]=[CH:5][CH:4]=[CH:3][CH:2]=1.C1(C)C=CC=CC=1.[C:19](OC(=O)C)(=[O:21])[CH3:20].Cl>CN(C)C1C=CN=CC=1.N1C=CC=CC=1>[C:19]([O:10][CH2:9][CH2:8][CH:7]([C:1]1[CH:6]=[CH:5][CH:4]=[CH:3][CH:2]=1)[CH3:11])(=[O:21])[CH3:20]. Reported procedure: Into a four-necked flask provided with a stirring means and a thermometer, 150 g (1 mol) of (+)-3-phenyl-l-butanol (XXVI-60), 500 ml of toluene and 200 ml of pyridine were charged, and 122.4 g (1.2 mol) of acetic acid anhydride and 1 g of 4-dimethylaminopyridine were further added thereto. The mixture was reacted for 4 hours while temperature being maintained at 40°-50° C. After completion of the reaction, the reaction mixture was poured into 500 ml of 4N hydrochloric acid, extracted and fractio...